This data is from the Open Reaction Database (ORD), a public repository of structured organic reaction records. The task is: describe an organic reaction: reactants, conditions, products, and yield Reactants: CN1C(=NN=C1)S (4-methyl-4H-1,2,4-triazole-3-thiol), [H-].[Na+] (NaH), ClC=1C(=NC=CN1)C#N (3-chloropyrazine-2-carbonitrile). The solvent is CN(C)C=O (DMF), C1=CC=CC=C1 (benzene). Reaction conditions: time 4 hour. The product is CN1C(=NN=C1)SC=1C(=NC=CN1)C#N (3-(4-methyl-4H-1,2,4-triazol-3-ylthio)pyrazine-2-carbonitrile). As a reaction SMILES: [CH3:1][N:2]1[CH:6]=[N:5][N:4]=[C:3]1[SH:7].[H-].[Na+].Cl[C:11]1[C:12]([C:17]#[N:18])=[N:13][CH:14]=[CH:15][N:16]=1>CN(C=O)C.C1C=CC=CC=1>[CH3:1][N:2]1[CH:6]=[N:5][N:4]=[C:3]1[S:7][C:11]1[C:12]([C:17]#[N:18])=[N:13][CH:14]=[CH:15][N:16]=1 |f:1.2|. Procedure: The title compound was prepared according to Example 1 by using 4-methyl-4H-1,2,4-triazole-3-thiol (230.5 mg, 2.00 mmol), NaH (60% dispersion in mineral oil, 88 mg, 2.20 mmol), and 3-chloropyrazine-2-carbonitrile (280 mg, 2.00 mmol) in DMF and benzene (6 ml, 1/1) by stirring at room temperature under nitrogen atmosphere for 4 hr. Starting materials: CS(=O)(=O)OCCC1=C(C=CC(=C1)[N+](=O)[O-])C (2-(2-methanesulfonyloxyethyl)-1-methyl-4-nitrobenzene), [Br-].[Li+] (lithium bromide). The solvent is CC(=O)C (acetone). Product: BrCCC1=C(C=CC(=C1)[N+](=O)[O-])C (2-(2-Bromoethyl)-1-methyl-4-nitrobenzene). Yield: 98.3%. Reaction SMILES: CS(O[CH2:6][CH2:7][C:8]1[CH:13]=[C:12]([N+:14]([O-:16])=[O:15])[CH:11]=[CH:10][C:9]=1[CH3:17])(=O)=O.[Br-:18].[Li+]>CC(C)=O>[Br:18][CH2:6][CH2:7][C:8]1[CH:13]=[C:12]([N+:14]([O-:16])=[O:15])[CH:11]=[CH:10][C:9]=1[CH3:17] |f:1.2|. Procedure: A mixture of 2-(2-methanesulfonyloxyethyl)-1-methyl-4-nitrobenzene (4.0 g) and lithium bromide (6.6 g) in acetone (250 mL) was boiled under reflux for 3½ h. The resulting mixture was cooled and filtered. The residue was purified by flash chromatography on silicagel (eluent:ethyl acetate/heptane 1:2) to give the title compound (3.7 g). 1H NMR (DMSO-d6): 2.45 (s, 3H); 3.25 (t, 2H); 3.80 (t, 2H); 7.50 (d, 1H); 8.05 (dd, 1H); 8.15 (d, 1H). Reactants: C(C1=CC=CC=C1)Br (Benzyl bromide), C(C1=CC(OC)=C(O)C=C1)(=O)OCC (ethyl vanillate). The product is C(C1=CC=CC=C1)OC1=C(C=C(C(=O)OCC)C=C1)OC (ethyl 4-benzyloxy-3-methoxybenzoate). Yield: 97.0%. RXN SMILES: [CH2:1](Br)[C:2]1[CH:7]=[CH:6][CH:5]=[CH:4][CH:3]=1.[C:9]([O:20][CH2:21][CH3:22])(=[O:19])[C:10]1[CH:18]=[CH:17][C:15]([OH:16])=[C:12]([O:13][CH3:14])[CH:11]=1>>[CH2:1]([O:16][C:15]1[CH:17]=[CH:18][C:10]([C:9]([O:20][CH2:21][CH3:22])=[O:19])=[CH:11][C:12]=1[O:13][CH3:14])[C:2]1[CH:7]=[CH:6][CH:5]=[CH:4][CH:3]=1. Reported procedure: Benzyl bromide was reacted with ethyl vanillate using the conditions described in Example 1 to give ethyl 4-benzyloxy-3-methoxybenzoate in 97% yield m.p. 72°-74° C. Following the procedures described in the portion of Example 6 which is concerned with the preparation of starting materials the product so obtained was reacted with thiazol-2-yl-lithium and the resultant product was reacted with ethylmagnesium iodide to give the required starting material as an oil in 20% yield. The reactants are [H-].[Na+] (Sodium hydride), NC=1SC(=NN1)SCCN(C(C)C)C(C)C (2-amino-5-diisopropylaminoethylthio-1,3,4-thiadiazole), C(C)(C)C1=CC=C(C(=O)O)C=C1 (4-Isopropylbenzoic acid), C(=O)(N1C=NC=C1)N1C=NC=C1 (carbonyldiimidazole). The solvent is O1CCCC1 (tetrahydrofuran), O1CCCC1 (tetrahydrofuran). Reaction conditions: time 4 hour. Product: C(C)(C)C1=CC=C(C(=O)NC=2SC(=NN2)SCCN(C(C)C)C(C)C)C=C1 (2-(4-isopropylbenzoyl)amino-5-diisopropylaminoethylthio-1,3,4-thiadiazole). Yield: 58.1%. As a reaction SMILES: [H-].[Na+].[NH2:3][C:4]1[S:5][C:6]([S:9][CH2:10][CH2:11][N:12]([CH:16]([CH3:18])[CH3:17])[CH:13]([CH3:15])[CH3:14])=[N:7][N:8]=1.[CH:19]([C:22]1[CH:30]=[CH:29][C:25]([C:26](O)=[O:27])=[CH:24][CH:23]=1)([CH3:21])[CH3:20].C(N1C=CN=C1)(N1C=CN=C1)=O>O1CCCC1>[CH:19]([C:22]1[CH:23]=[CH:24][C:25]([C:26]([NH:3][C:4]2[S:5][C:6]([S:9][CH2:10][CH2:11][N:12]([CH:16]([CH3:18])[CH3:17])[CH:13]([CH3:14])[CH3:15])=[N:7][N:8]=2)=[O:27])=[CH:29][CH:30]=1)([CH3:21])[CH3:20] |f:0.1|. Procedure: Sodium hydride (0.6 g) and 2-amino-5-diisopropylaminoethylthio-1,3,4-thiadiazole (2.6 g) were stirred in tetrahydrofuran (30 ml) for 30 minutes while being cooled with ice. 4-Isopropylbenzoic acid (1.6 g) and carbonyldiimidazole (1.8 g) were stirred in tetrahydrofuran (30 ml) for 30 minutes at room temperature and the mixture was added to the former reaction mixture. The mixture was stirred for 4 hours at room temperature, and then concentrated under a vacuum. The residue, with water added there...